This data is from the Open Reaction Database (ORD), a public repository of structured organic reaction records. The task is: describe an organic reaction: reactants, conditions, products, and yield Reactants: OC(C)(C)C1CCN(CC1)CC=1C=CC(=C(C1)N[C@@H]1CC[C@H](CC1)C(=O)N)[N+](=O)[O-] (trans-4-(5-((4-(2-hydroxypropan-2-yl)piperidin-1-yl)methyl)-2-nitrophenylamino)cyclohexane-carboxamide), C(N)(=O)[C@H]1CC[C@H](CC1)N1\C(\NC2=C1C=C(C=C2)CN2CCC(CC2)C(C)(C)O)=N\C(C2=CC(=CC=C2)F)=O ((E)-N-(1-(cis-4-carbamoylcyclohexyl)-6-((4-(2-hydroxypropan-2-yl)piperidin-1-yl)methyl)-1H-benzo[d]imidazol-2(3H)-ylidene)-3-fluorobenzamide). Product: C(N)(=O)[C@@H]1CC[C@H](CC1)N1\C(\NC2=C1C=C(C=C2)CN2CCC(CC2)C(C)(C)O)=N\C(C2=CC(=CC=C2)F)=O ((E)-N-(1-(trans-4-Carbamoylcyclohexyl)-6-((4-(2-hydroxypropan-2-yl)piperidin-1-yl)methyl)-1H-benzo[d]imidazol-2(3H)-ylidene)-3-fluorobenzamide). RXN SMILES: OC(C1CCN(CC2C=CC([N+]([O-])=O)=C(N[C@H]3CC[C@H](C(N)=O)CC3)C=2)CC1)(C)C.[C:31]([C@@H:34]1[CH2:39][CH2:38][C@H:37]([N:40]2[C:44]3[CH:45]=[C:46]([CH2:49][N:50]4[CH2:55][CH2:54][CH:53]([C:56]([OH:59])([CH3:58])[CH3:57])[CH2:52][CH2:51]4)[CH:47]=[CH:48][C:43]=3[NH:42]/[C:41]/2=[N:60]\[C:61](=[O:69])[C:62]2[CH:67]=[CH:66][CH:65]=[C:64]([F:68])[CH:63]=2)[CH2:36][CH2:35]1)(=[O:33])[NH2:32]>>[C:31]([C@H:34]1[CH2:39][CH2:38][C@H:37]([N:40]2[C:44]3[CH:45]=[C:46]([CH2:49][N:50]4[CH2:51][CH2:52][CH:53]([C:56]([OH:59])([CH3:58])[CH3:57])[CH2:54][CH2:55]4)[CH:47]=[CH:48][C:43]=3[NH:42]/[C:41]/2=[N:60]\[C:61](=[O:69])[C:62]2[CH:67]=[CH:66][CH:65]=[C:64]([F:68])[CH:63]=2)[CH2:36][CH2:35]1)(=[O:33])[NH2:32]. Reported procedure: The title compound was prepared in 2 steps from trans-4-(5-((4-(2-hydroxypropan-2-yl)piperidin-1-yl)methyl)-2-nitrophenylamino)cyclohexane-carboxamide using a method analogous to the preparation of (E)-N-(1-(cis-4-carbamoylcyclohexyl)-6-((4-(2-hydroxypropan-2-yl)piperidin-1-yl)methyl)-1H-benzo[d]imidazol-2(3H)-ylidene)-3-fluorobenzamide (75 mg, 45%). MS, m/z (C30H38FN5O3): calcd, 535.3. found, 536.1 [M+H]. Starting materials: C(C)(C)(C)C=1OC(=C([N+]1[O-])C)C (2-tert-butyl-4,5-dimethyl-oxazole 3-oxide), O=P(Cl)(Cl)Cl (POCl3). The solvent is C(Cl)Cl (CH2Cl2). Yields the product C(C)(C)(C)C=1OC(=C(N1)CCl)C (2-tert-Butyl-4-chloromethyl-5-methyl-oxazole). Isolated yield 75.5%. RXN SMILES: [C:1]([C:5]1[O:6][C:7]([CH3:12])=[C:8]([CH3:11])[N+:9]=1[O-])([CH3:4])([CH3:3])[CH3:2].O=P(Cl)(Cl)[Cl:15]>C(Cl)Cl>[C:1]([C:5]1[O:6][C:7]([CH3:12])=[C:8]([CH2:11][Cl:15])[N:9]=1)([CH3:4])([CH3:3])[CH3:2]. Procedure: 30 g of the above prepared 2-tert-butyl-4,5-dimethyl-oxazole 3-oxide (˜115 mmol) was dissolved in 390 ml of CH2Cl2 and treated dropwise with 12.74 ml of POCl3 (139 mmol). The reaction mixture was refluxed over night and then quenched by carefully pouring onto crashed ice/3N NaOH. Separation of the layers, additional extraction of the aqueous phase with CH2Cl2, drying of the combined organic phase over sodium sulfate, evaporation of the solvents, and, finally, flash chromatography (SiO2, hexane/A... Reactants: N1(CCOCC1)C1=NN(C2=CC(=CC=C12)C(=O)O)C1=CSC=C1 (3-(morpholin-4-yl)-1-(thiophen-3-yl)-1H-indazole-6-carboxylic acid), Cl.CC1=NOC(=N1)[C@@H](C)N ((1R)-1-(3-methyl-1,2,4-oxadiazol-5-yl)ethanamine hydrochloride), CN1CCOCC1 (N-methylmorpholine), N-[2-(dimethylamino)ethyl]-N-ethylcarbodiimide hydrochloride, ON1N=NC2=C1N=CC=C2 (1-hydroxy-7-azabenzotriazole). Run in CN(C=O)C (N,N-dimethylformamide). Run at temperature 50 celsius, time 1 hour. The product is CC1=NOC(=N1)[C@@H](C)NC(=O)C1=CC=C2C(=NN(C2=C1)C1=CSC=C1)N1CCOCC1 (N-[(1R)-1-(3-Methyl-1,2,4-oxadiazol-5-yl)ethyl]-3-(morpholin-4-yl)-1-(thiophen-3-yl)-1H-indazole-6-carboxamide). RXN SMILES: [N:1]1([C:7]2[C:15]3[C:10](=[CH:11][C:12]([C:16]([OH:18])=O)=[CH:13][CH:14]=3)[N:9]([C:19]3[CH:23]=[CH:22][S:21][CH:20]=3)[N:8]=2)[CH2:6][CH2:5][O:4][CH2:3][CH2:2]1.Cl.[CH3:25][C:26]1[N:30]=[C:29]([C@H:31]([NH2:33])[CH3:32])[O:28][N:27]=1.CN1CCOCC1.ON1C2N=CC=CC=2N=N1>CN(C)C=O>[CH3:25][C:26]1[N:30]=[C:29]([C@H:31]([NH:33][C:16]([C:12]2[CH:11]=[C:10]3[C:15]([C:7]([N:1]4[CH2:2][CH2:3][O:4][CH2:5][CH2:6]4)=[N:8][N:9]3[C:19]3[CH:23]=[CH:22][S:21][CH:20]=3)=[CH:14][CH:13]=2)=[O:18])[CH3:32])[O:28][N:27]=1 |f:1.2|. Reported procedure: To a solution of 3-(morpholin-4-yl)-1-(thiophen-3-yl)-1H-indazole-6-carboxylic acid (20.0 mg, 45.0 μmol), (1R)-1-(3-methyl-1,2,4-oxadiazol-5-yl)ethanamine hydrochloride (18.1 mg, 90 μmol, and N-methylmorpholine (24.8 μL, 226 μmol) in N,N-dimethylformamide (226 μL) were added N-[2-(dimethylamino)ethyl]-N-ethylcarbodiimide hydrochloride (15.1 mg, 79.0 μmol), 1-hydroxy-7-azabenzotriazole (3.1 mg, 23 pawl). The mixture was stirred at 50° C. for 1 h. Purification by reverse phase HPLC (C-18, 95% wate...